The task is: describe an organic reaction: reactants, conditions, products, and yield. This data is from the Open Reaction Database (ORD), a public repository of structured organic reaction records. The reactants are C(#N)C1(CC1)NC(=O)[C@H]1[C@@H](C[C@@H](C1)S(=O)(=O)C1=C(C=C(C=C1)F)Cl)C(=O)N1CC(CC1)(F)F ((1R,2R,4R)-4-(2-Chloro-4-fluoro-benzenesulfonyl)-2-(3,3-difluoro-pyrrolidine-1-carbonyl)-cyclopentanecarboxylic acid (1-cyano-cyclopropyl)-amide), FC(CO)(F)F (2,2,2-trifluoroethanol), solid. Product: C(#N)C1(CC1)NC(=O)[C@H]1[C@@H](C[C@@H](C1)S(=O)(=O)C1=C(C=C(C=C1)OCC(F)(F)F)Cl)C(=O)N1CC(CC1)(F)F ((1R,2R,4R)-4-[2-Chloro-4-(2,2,2-trifluoro-ethoxy)-benzenesulfonyl]-2-(3,3-difluoro-pyrrolidine-1-carbonyl)-cyclopentanecarboxylic acid (1-cyano-cyclopropyl)-amide). RXN SMILES: [C:1]([C:3]1([NH:6][C:7]([C@@H:9]2[CH2:13][C@@H:12]([S:14]([C:17]3[CH:22]=[CH:21][C:20](F)=[CH:19][C:18]=3[Cl:24])(=[O:16])=[O:15])[CH2:11][C@H:10]2[C:25]([N:27]2[CH2:31][CH2:30][C:29]([F:33])([F:32])[CH2:28]2)=[O:26])=[O:8])[CH2:5][CH2:4]1)#[N:2].[F:34][C:35]([F:39])([F:38])[CH2:36][OH:37]>>[C:1]([C:3]1([NH:6][C:7]([C@@H:9]2[CH2:13][C@@H:12]([S:14]([C:17]3[CH:22]=[CH:21][C:20]([O:37][CH2:36][C:35]([F:39])([F:38])[F:34])=[CH:19][C:18]=3[Cl:24])(=[O:15])=[O:16])[CH2:11][C@H:10]2[C:25]([N:27]2[CH2:31][CH2:30][C:29]([F:33])([F:32])[CH2:28]2)=[O:26])=[O:8])[CH2:4][CH2:5]1)#[N:2]. Procedure details: The title compound was prepared in analogy to example 134 using (1R,2R,4R)-4-(2-chloro-4-fluoro-benzenesulfonyl)-2-(3,3-difluoro-pyrrolidine-1-carbonyl)-cyclopentanecarboxylic acid (1-cyano-cyclopropyl)-amide (example 186 step 7) and 2,2,2-trifluoroethanol. White solid (98%). MS (EI): 582.1 (M−H)−. Reactants: F[B-](F)(F)F, CCCCCCCCCCCCCCCCCC[S+](CCC)c1ccccc1C(=O)OCC, ClCCl, CCO, [K+], Cc1ccc(S(=O)(=O)[O-])cc1, O. Yields the product CCCCCCCCCCCCCCCCCC[S+](CCC)c1ccccc1C(=O)OCC, Cc1ccc(S(=O)(=O)[O-])cc1. RXN SMILES: [B-:1]([F:2])([F:3])([F:4])[F:5].[C:6](=[O:7])([O:8][CH2:9][CH3:10])[c:11]1[c:12]([S+:17]([CH2:18][CH2:19][CH2:20][CH2:21][CH2:22][CH2:23][CH2:24][CH2:25][CH2:26][CH2:27][CH2:28][CH2:29][CH2:30][CH2:31][CH2:32][CH2:33][CH2:34][CH3:35])[CH2:36][CH2:37][CH3:38])[cH:13][cH:14][cH:15][cH:16]1.[CH2:55]([Cl:56])[Cl:57].[CH3:39][CH2:40][OH:41].[K+:53].[O-:42][S:43](=[O:44])(=[O:45])[c:46]1[cH:47][cH:48][c:49]([CH3:50])[cH:51][cH:52]1.[OH2:54]>>[C:6](=[O:7])([O:8][CH2:9][CH3:10])[c:11]1[c:12]([S+:17]([CH2:18][CH2:19][CH2:20][CH2:21][CH2:22][CH2:23][CH2:24][CH2:25][CH2:26][CH2:27][CH2:28][CH2:29][CH2:30][CH2:31][CH2:32][CH2:33][CH2:34][CH3:35])[CH2:36][CH2:37][CH3:38])[cH:13][cH:14][cH:15][cH:16]1.[O:42]=[S:43](=[O:44])([O-:45])[c:46]1[cH:47][cH:48][c:49]([CH3:50])[cH:51][cH:52]1. The reactants are [H-].[Na+] (NaH), OC1(CC2=NC=CN=C2)C(C=CC(=C1)Br)OC (2-(1-hydroxy-2'-methoxy-5'-bromo-benzyl)pyrazine), CC(C(=O)Cl)(C)C (trimethylacetyl chloride). Run in C(Cl)Cl (methylene chloride). Run at time 8 hour. Product: CC(C(=O)OC1(CC=2C=NC=CN2)C(C=CC(=C1)Br)OC)(C)C (3-(1-trimethylacetoxy-2'-methoxy-5'-bromobenzyl)-pyrazine). Reaction SMILES: [OH:1][C:2]1([CH:14]=[C:13]([Br:15])[CH:12]=[CH:11][CH:10]1[O:16][CH3:17])[CH2:3][C:4]1[CH:9]=[N:8][CH:7]=[CH:6][N:5]=1.[H-].[Na+].[CH3:20][C:21]([CH3:26])([CH3:25])[C:22](Cl)=[O:23]>C(Cl)Cl>[CH3:20][C:21]([CH3:26])([CH3:25])[C:22]([O:1][C:2]1([CH:14]=[C:13]([Br:15])[CH:12]=[CH:11][CH:10]1[O:16][CH3:17])[CH2:3][C:4]1[CH:9]=[N:8][CH:7]=[CH:6][N:5]=1)=[O:23] |f:1.2|. Procedure: 0.6 g of 2-(1-hydroxy-2'-methoxy-5'-bromo-benzyl)pyrazine were dissolved in 15 ml of methylene chloride. At 0° C., 0.2 g of NaH were added, resulting in the evolution of a gas and formation of a precipitate. 0.4 ml of trimethylacetyl chloride were added in one portion. The reaction mixture was stirred at room temperature overnight. The solvent was then stripped from the reaction mixture, and the residue was extracted with ice water and methylene chloride. The methylene chloride layer was washed ... Reactants: [OH-].[Na+] (NaOH), CN(CCNC)C (N,N,N'-Trimethylethylenediamine), C(C)(=O)OC(C)=O (acetic anhydride). Run at time 22 hour. As a reaction SMILES: [CH3:1][N:2]([CH3:7])[CH2:3][CH2:4][NH:5][CH3:6].C(O[C:12](=[O:14])[CH3:13])(=O)C.[OH-].[Na+]>CCOCC.O>[C:12]([N:5]([CH3:6])[CH2:4][CH2:3][N:2]([CH3:7])[CH3:1])(=[O:14])[CH3:13] |f:2.3|. The solvent is CCOCC (ether), O (water). The product is C(C)(=O)N(CCN(C)C)C (N-Acetyl-N,N',N'-trimethylethylenediamine), yellow liquid. Procedure details: N-Acetyl-N,N',N'-trimethylethylenediamine intermediate was prepared in the following manner. N,N,N'-Trimethylethylenediamine (24.5 g, 0.24 mol) was added to acetic anhydride (38 mL, 0.40 mol) over 1.5 hours with cooling in an ice-water bath. After stirring another 22 hours at ambient temperature, the reaction mixture was diluted with 50 mL of ether and 25 mL of water, and then cooled in an ice-water bath. A solution of 25 percent aqueous NaOH was added until the pH was approximately 10 and the p...